This data is from the Open Reaction Database (ORD), a public repository of structured organic reaction records. The task is: describe an organic reaction: reactants, conditions, products, and yield Reactants: ClC=1C=C(C=CC1)C1=CC=CC(=N1)C(=O)O (6-(3-chloro-phenyl)-pyridine-2-carboxylic acid), C(C)OC(C=CC1=CC(=CC=C1)N)=O (3-(3-Amino-phenyl)-acrylic acid ethyl ester). The product is C(C)OC(C=CC1=CC(=CC=C1)NC(=O)C1=NC(=CC=C1)C1=CC(=CC=C1)Cl)=O (3-(3-{[6-(3-Chloro-phenyl)-pyridine-2-carbonyl]-amino}-phenyl)-acrylic acid ethyl ester). Reaction SMILES: [Cl:1][C:2]1[CH:3]=[C:4]([C:8]2[N:13]=[C:12]([C:14]([OH:16])=O)[CH:11]=[CH:10][CH:9]=2)[CH:5]=[CH:6][CH:7]=1.[CH2:17]([O:19][C:20](=[O:30])[CH:21]=[CH:22][C:23]1[CH:28]=[CH:27][CH:26]=[C:25]([NH2:29])[CH:24]=1)[CH3:18]>>[CH2:17]([O:19][C:20](=[O:30])[CH:21]=[CH:22][C:23]1[CH:28]=[CH:27][CH:26]=[C:25]([NH:29][C:14]([C:12]2[CH:11]=[CH:10][CH:9]=[C:8]([C:4]3[CH:5]=[CH:6][CH:7]=[C:2]([Cl:1])[CH:3]=3)[N:13]=2)=[O:16])[CH:24]=1)[CH3:18]. Procedure details: Carboxylic acid (136) (44 mg, 0.19 mmol) was coupled with aniline (60) (40 mg, 0.21 mmol) using Method D. The residue was purified by column chromatography eluting with a stepped gradient of 10-15% EtOAc in heptane to give the title compound. Starting materials: solution, O(C1=CC=CC=C1)C=1C=C(C=CC1)C12COC(CC1)(CC2)C=C (4-(3-phenoxyphenyl)-1-vinyl-2-oxabicyclo[2.2.2]octane), OO (H2O2). Reagents/catalysts: [OH-].[Na+] (NaOH). The solvent is CCOCC (Et2O), CCOC(=O)C (EtOAc), C1CCOC1 (THF). Reaction conditions: temperature 0 celsius, time 10 minute. Yields the product O(C1=CC=CC=C1)C=1C=C(C=CC1)C12COC(CC1)(CC2)CCO (2-(4-(3-Phenoxyphenyl)-2-oxabicyclo[2.2.2]octan-1-yl)ethanol). Yield: 57.0%. Reaction SMILES: [O:1]([C:8]1[CH:9]=[C:10]([C:14]23[CH2:21][CH2:20][C:17]([CH:22]=[CH2:23])([CH2:18][CH2:19]2)[O:16][CH2:15]3)[CH:11]=[CH:12][CH:13]=1)[C:2]1[CH:7]=[CH:6][CH:5]=[CH:4][CH:3]=1.[OH:24]O>C1COCC1.CCOCC.[OH-].[Na+].CCOC(C)=O>[O:1]([C:8]1[CH:9]=[C:10]([C:14]23[CH2:21][CH2:20][C:17]([CH2:22][CH2:23][OH:24])([CH2:18][CH2:19]2)[O:16][CH2:15]3)[CH:11]=[CH:12][CH:13]=1)[C:2]1[CH:3]=[CH:4][CH:5]=[CH:6][CH:7]=1 |f:4.5|. Procedure details: To a solution of 4-(3-phenoxyphenyl)-1-vinyl-2-oxabicyclo[2.2.2]octane (14 mg, 0.046 mmol) in THF (1 mL) at 0° C. was added BH3.SMe2 complex (0.046 mL of a 2.0 M solution in Et2O; 0.091 mmol). The reaction mixture was stirred at 0° C. for 10 min and then warmed to rt. After stirring for 1 h at rt, the reaction mixture was cooled to 0° C. and a few drops of 1 N aqueous NaOH and 30% aqueous H2O2 solution were added. The resulting mixture was warmed to rt and stirred for 2 h. The reaction was dilut... Reactants: C1CCOC1, CO, O=C[O-], O=[N+]([O-])c1ccccc1NCC(F)(F)F, [NH4+]. Yields the product Nc1ccccc1NCC(F)(F)F. RXN SMILES: [CH2:20]1[O:21][CH2:22][CH2:23][CH2:24]1.[CH3:25][OH:26].[CH:16]([O-:17])=[O:18].[N+:1]([O-:2])(=[O:3])[c:4]1[c:5]([NH:10][CH2:11][C:12]([F:13])([F:14])[F:15])[cH:6][cH:7][cH:8][cH:9]1.[NH4+:19]>>[NH2:1][c:4]1[c:5]([NH:10][CH2:11][C:12]([F:13])([F:14])[F:15])[cH:6][cH:7][cH:8][cH:9]1. Starting materials: C(C1=CC=CC=C1)OC=1C=CC2=C(CC3CCC(C2)C32NS(N(C2)CCC)(=O)=O)C1 (2′,3′,4′,5,5′,6,7,8,9,10-decahydro-2-benzyloxy-5′-propylspiro[6,9-methanobenzocyclooctene-11,3′[1,2,5]thiadiazole]1′,1′-dioxide). Reagents/catalysts: [Pd] (palladium on carbon). Solvent: CO.CCOC(=O)C (methanol EtOAc). Run at time 4 hour. The product is OC=1C=CC2=C(CC3CCC(C2)C32NS(N(C2)CCC)(=O)=O)C1 (2′,3′,4′,5,5′,6,7,8,9,10-decahydro-2-hydroxy-5′-propylspiro[6,9-methanobenzocyclooctene-11,3′-[1,2,5]thiadiazole]1′,1′-dioxide). Yield: 91.8%. Reaction SMILES: C([O:8][C:9]1[CH:10]=[CH:11][C:12]2[CH2:19][CH:18]3[C:20]4([CH2:24][N:23]([CH2:25][CH2:26][CH3:27])[S:22](=[O:29])(=[O:28])[NH:21]4)[CH:15]([CH2:16][CH2:17]3)[CH2:14][C:13]=2[CH:30]=1)C1C=CC=CC=1>CO.CCOC(C)=O.[Pd]>[OH:8][C:9]1[CH:10]=[CH:11][C:12]2[CH2:19][CH:18]3[C:20]4([CH2:24][N:23]([CH2:25][CH2:26][CH3:27])[S:22](=[O:29])(=[O:28])[NH:21]4)[CH:15]([CH2:16][CH2:17]3)[CH2:14][C:13]=2[CH:30]=1 |f:1.2|. Procedure details: To a degassed solution of the product of Example 27 (7.6 g) in methanol/EtOAc (1:1; 300 ml) was added 10% palladium on carbon (1.3 g). The mixture was hydrogenolysed at 50 psi for 4 hrs, filtered and concentrated to give the title compound as a white foam (5.5 g). 1H NMR (d6-DMSO 360 MHz) δH 0.90 (3H, t, J=7.2), 1.03 (2H, m), 1.55 (2H, m), 1.63 (2H, m), 2.24 (2H, brm), 2.40 (2H, m), 2.87 (2H, t, J=7.1), 3.04 (1H, d, J=15.6), 3.10 (1H, d, J=15.6), 3.14 (2H, s), 6.47 (2H, m), 6.84 (1H, d, J=8), 7.... Reactants: ClC=1C(=C(C=CC1)N1CN(CC1=O)C(CNCCOC)=O)C (3-(3-Chloro-2-methyl-phenyl)-1-[2-(2-methoxy-ethylamino)-acetyl]-imidazolidin-4-one), ClC1=CC(=CC=C1)N=C=O (1-Chloro-3-isocyanato-benzene). Reported procedure: A mixture of 3-(3-Chloro-2-methyl-phenyl)-1-[2-(2-methoxy-ethylamino)-acetyl]-imidazolidin-4-one (100 mg, 0.3 mmol, 1 eq), 1-Chloro-3-isocyanato-benzene (56 mg, 0.36 mmol, 1.2 eq), in THF (2 ml) was stirred at room temperature overnight. It was concentrated, dissolved in acetonitrile and purified with HPLC to give the desired product. LCMS observed for (M+H)+: 479.3 The solvent is C1CCOC1 (THF). Product: ClC=1C(=C(C=CC1)N1CN(CC1=O)C(CN(C(=O)NC1=CC(=CC=C1)Cl)CCOC)=O)C (1-{2-[3-(3-Chloro-2-methyl-phenyl)-4-oxo-imidazolidin-1-yl]-2-oxo-ethyl}-3-(3-chloro-phenyl)-1-(2-methoxy-ethyl)-urea). RXN SMILES: [Cl:1][C:2]1[C:3]([CH3:22])=[C:4]([N:8]2[C:12](=[O:13])[CH2:11][N:10]([C:14](=[O:21])[CH2:15][NH:16][CH2:17][CH2:18][O:19][CH3:20])[CH2:9]2)[CH:5]=[CH:6][CH:7]=1.[Cl:23][C:24]1[CH:29]=[CH:28][CH:27]=[C:26]([N:30]=[C:31]=[O:32])[CH:25]=1>C1COCC1>[Cl:1][C:2]1[C:3]([CH3:22])=[C:4]([N:8]2[C:12](=[O:13])[CH2:11][N:10]([C:14](=[O:21])[CH2:15][N:16]([CH2:17][CH2:18][O:19][CH3:20])[C:31]([NH:30][C:26]3[CH:27]=[CH:28][CH:29]=[C:24]([Cl:23])[CH:25]=3)=[O:32])[CH2:9]2)[CH:5]=[CH:6][CH:7]=1. The reactants are ClCCCCCCCCO (8-Chlorooctan-1-ol), C(C1=CC=CC=C1)CN (benzylmethylamine), C([O-])([O-])=O.[Na+].[Na+] (sodium carbonate), [I-].[Na+] (sodium iodide), ClCCCCCCCCO (8-chlorooctanol), C(C)#N (acetonitrile). The solvent is CC(C)(C)OC (MTBE). Reaction conditions: temperature 80 celsius. The product is C(C1=CC=CC=C1)N(C)CCCCCCCCO (8-(N-Benzyl-N-methylamino)octan-1-ol). The yield is 96.0%. As a reaction SMILES: Cl[CH2:2][CH2:3][CH2:4][CH2:5][CH2:6][CH2:7][CH2:8][CH2:9][OH:10].[CH2:11](CN)[C:12]1[CH:17]=[CH:16][CH:15]=[CH:14][CH:13]=1.C(=O)([O-])[O-].[Na+].[Na+].[I-].[Na+].[C:28](#[N:30])C>CC(OC)(C)C>[CH2:11]([N:30]([CH2:2][CH2:3][CH2:4][CH2:5][CH2:6][CH2:7][CH2:8][CH2:9][OH:10])[CH3:28])[C:12]1[CH:13]=[CH:14][CH:15]=[CH:16][CH:17]=1 |f:2.3.4,5.6|. Procedure: From 8-Chlorooctan-1-ol: A 2-L flask was charged with benzylmethylamine (270 g, 2.23 mol), sodium carbonate (157 g, 1.48 mol), sodium iodide (11.1 g, 0.074 mol), 8-chlorooctanol (122 g, 0.74 mol) and acetonitrile (1000 mL) and the resulting suspension was stirred at 80° C. for 20–30 h. The reaction mixture was then concentrated to a volume of about 500 mL and water (600 mL) and tert-butyl methyl ether (1000 mL) were added. The MTBE layer was then separated and washed with water (500 mL). The MTB... Reactants: CCOC(C)=O, O=C(O)c1ccccc1Nc1ccc(Cl)cc1[N+](=O)[O-], [Pt]. The product is Nc1cc(Cl)ccc1Nc1ccccc1C(=O)O. As a reaction SMILES: [CH3:21][CH2:22][O:23][C:24](=[O:25])[CH3:26].[Cl:1][c:2]1[cH:3][c:4]([N+:18]([O-:19])=[O:20])[c:5]([NH:8][c:9]2[c:10]([C:11](=[O:12])[OH:13])[cH:14][cH:15][cH:16][cH:17]2)[cH:6][cH:7]1.[Pt:27]>>[Cl:1][c:2]1[cH:3][c:4]([NH2:18])[c:5]([NH:8][c:9]2[c:10]([C:11](=[O:12])[OH:13])[cH:14][cH:15][cH:16][cH:17]2)[cH:6][cH:7]1.